This data is from the Open Reaction Database (ORD), a public repository of structured organic reaction records. The task is: describe an organic reaction: reactants, conditions, products, and yield Reaction SMILES: [CH3:1][C:2]([CH2:15][CH2:16][CH2:17][CH:18]([CH3:30])[CH2:19][CH2:20][CH2:21][CH:22]([CH3:29])[CH2:23][CH2:24][CH2:25][CH:26]([CH3:28])[CH3:27])=[CH:3][CH2:4][CH2:5][CH2:6][O:7][CH2:8][C@@H:9]([C@@H:11]([CH2:13][OH:14])[OH:12])[OH:10].[CH3:31][C:32]([CH2:45][CH2:46][CH2:47][CH:48]([CH3:60])[CH2:49][CH2:50][CH2:51][CH:52]([CH3:59])[CH2:53][CH2:54][CH2:55][CH:56]([CH3:58])[CH3:57])=[CH:33][CH2:34][CH2:35][CH2:36][O:37][C@H:38]([C@@H:41]([CH2:43][OH:44])[OH:42])[CH2:39][OH:40]>O>[CH3:1][C:2]([CH2:15][CH2:16][CH2:17][CH:18]([CH3:30])[CH2:19][CH2:20][CH2:21][CH:22]([CH3:29])[CH2:23][CH2:24][CH2:25][CH:26]([CH3:28])[CH3:27])=[CH:3][CH2:4][CH2:5][CH2:6][O:7][CH2:8][C@@H:9]([C@@H:11]([CH2:13][OH:14])[OH:12])[OH:10].[CH3:31][C:32]([CH2:45][CH2:46][CH2:47][CH:48]([CH3:60])[CH2:49][CH2:50][CH2:51][CH:52]([CH3:59])[CH2:53][CH2:54][CH2:55][CH:56]([CH3:58])[CH3:57])=[CH:33][CH2:34][CH2:35][CH2:36][O:37][C@H:38]([C@@H:41]([CH2:43][OH:44])[OH:42])[CH2:39][OH:40].[OH2:7] |f:4.5|. Reported procedure: A mixture (1:1) of 1-O-(5,9,13,17-tetramethyloctadec-4-enyl)erythritol and 2-O-(5,9,13,17-tetramethyloctadec-4-enyl)erythritol and water were homogeneously mixed in accordance with the same procedure as in Example 13 to obtain a sample of the mixture (1:1) of 1-O-(5,9,13,17-tetramethyloctadec-4-enyl)erythritol and 2-O-(5,9,13,17-tetramethyloctadec-4-enyl)erythritol/water system. SAXS analysis of the sample of the mixture (1:1) of 1-O-(5,9,13,17-tetramethyloctadec-4-enyl)erythritol and 2-O-(5,9,1... Solvent: O (water). Starting materials: CC(=CCCCOC[C@H](O)[C@H](O)CO)CCCC(CCCC(CCCC(C)C)C)C (1-O-(5,9,13,17-tetramethyloctadec-4-enyl)erythritol), CC(=CCCCO[C@@H](CO)[C@H](O)CO)CCCC(CCCC(CCCC(C)C)C)C (2-O-(5,9,13,17-tetramethyloctadec-4-enyl)erythritol). Product: CC(=CCCCOC[C@H](O)[C@H](O)CO)CCCC(CCCC(CCCC(C)C)C)C (1-O-(5,9,13,17-tetramethyloctadec-4-enyl)erythritol), CC(=CCCCO[C@@H](CO)[C@H](O)CO)CCCC(CCCC(CCCC(C)C)C)C.O (2-O-(5,9,13,17-tetramethyloctadec-4-enyl)erythritol water). Reactants: Cl (hydrochloric acid), C(C1=CC=CC=C1)OC=1C=C(C=CC1)SC1=CC(=C(C=C1)CCCC1(NC(OC1)=O)CC#N)Cl (4-[4-(3-benzyloxyphenylthio)-2-chlorophenyl]propyl-4-cyanomethyl-2-oxazolidinone), aqueous solution, [OH-].[Na+] (sodium hydroxide), C(C)O (ethanol). Yields the product Cl.NC(CC(=O)O)(CCCC1=C(C=C(C=C1)SC1=CC(=CC=C1)OCC1=CC=CC=C1)Cl)CO (3-amino-6-[4-(3-benzyloxyphenylthio)-2-chlorophenyl]-3-hydroxymethylhexanoate hydrochloride). As a reaction SMILES: [CH2:1]([O:8][C:9]1[CH:10]=[C:11]([S:15][C:16]2[CH:21]=[CH:20][C:19]([CH2:22][CH2:23][CH2:24][C:25]3([CH2:31]C#N)[CH2:29][O:28]C(=O)[NH:26]3)=[C:18]([Cl:34])[CH:17]=2)[CH:12]=[CH:13][CH:14]=1)[C:2]1[CH:7]=[CH:6][CH:5]=[CH:4][CH:3]=1.[OH-:35].[Na+].Cl.[CH2:38]([OH:40])C>>[ClH:34].[NH2:26][C:25]([CH2:29][OH:28])([CH2:24][CH2:23][CH2:22][C:19]1[CH:20]=[CH:21][C:16]([S:15][C:11]2[CH:12]=[CH:13][CH:14]=[C:9]([O:8][CH2:1][C:2]3[CH:3]=[CH:4][CH:5]=[CH:6][CH:7]=3)[CH:10]=2)=[CH:17][C:18]=1[Cl:34])[CH2:31][C:38]([OH:40])=[O:35] |f:1.2,5.6|. Reported procedure: To the compound of Example 146 (196 mg), a 3 mol/L aqueous solution of sodium hydroxide (5 mL) and ethanol (0.5 mL) were added and the mixture was refluxed for 8 hours. While the mixture was stirred in an ice bath, 4 mol/L hydrochloric acid was added to adjust the pH of the mixture to 2 to 1. Using ethyl acetate and water, the mixture was separated into an organic phase and an aqueous phase. The organic layer was dried over anhydrous sodium sulfate, was concentrated, and was dried in a vacuum pu... Starting materials: C1CCOC1 (THF), CC(=O)C (acetone), ClC1=CC(=C(C=C1)C(/C=C/C1=CC=C(C(=O)NC2CCC(CC2)O)C=C1)=O)NC1=CC=CC=C1 (4-[(E)-3-(4-chloro-2-phenylamino-phenyl)-3-oxo-propenyl]-N-(4-hydroxy-cyclohexyl)-benzamide). Reagents/catalysts: [Pt+3]=O (platinum (V) oxide). Run in CCO (EtOH). Reaction conditions: time 1 hour. Yields the product ClC1=CC(=C(C=C1)C(CCC1=CC=C(C(=O)NC2CCC(CC2)O)C=C1)=O)NC1=CC=CC=C1 (4-[3-(4-chloro-2-phenylamino-phenyl)-3-oxo-propyl]-N-(4-hydroxy-cyclohexyl)-benzamide). Isolated yield 96.0%. RXN SMILES: [Cl:1][C:2]1[CH:7]=[CH:6][C:5]([C:8](=[O:27])/[CH:9]=[CH:10]/[C:11]2[CH:26]=[CH:25][C:14]([C:15]([NH:17][CH:18]3[CH2:23][CH2:22][CH:21]([OH:24])[CH2:20][CH2:19]3)=[O:16])=[CH:13][CH:12]=2)=[C:4]([NH:28][C:29]2[CH:34]=[CH:33][CH:32]=[CH:31][CH:30]=2)[CH:3]=1.C1COCC1.CC(C)=O>CCO.[Pt+3]=O>[Cl:1][C:2]1[CH:7]=[CH:6][C:5]([C:8](=[O:27])[CH2:9][CH2:10][C:11]2[CH:26]=[CH:25][C:14]([C:15]([NH:17][CH:18]3[CH2:23][CH2:22][CH:21]([OH:24])[CH2:20][CH2:19]3)=[O:16])=[CH:13][CH:12]=2)=[C:4]([NH:28][C:29]2[CH:34]=[CH:33][CH:32]=[CH:31][CH:30]=2)[CH:3]=1. Procedure: A mixture of 4-[(E)-3-(4-chloro-2-phenylamino-phenyl)-3-oxo-propenyl]-N-(4-hydroxy-cyclohexyl)-benzamide (197 mg) and platinum (V) oxide (50 mg) in a mixture of EtOH, THF and acetone (100/50/100 mL) was stirred under H2 (balloon pressure) at RT for 1 h. The resulting mixture was filtered, and the filtrate concentrate under reduced pressure to yield 4-[3-(4-chloro-2-phenylamino-phenyl)-3-oxo-propyl]-N-(4-hydroxy-cyclohexyl)-benzamide (190 mg). Reactants: CCCCCCCCCCCCCCCCOCC(CO)OC, CC(=O)OC1C(OC(=N)C(Cl)(Cl)Cl)OC(COCc2ccccc2)C(OCc2ccccc2)C1OCc1ccccc1. The product is CCCCCCCCCCCCCCCCOCC(COC1OC(COCc2ccccc2)C(OCc2ccccc2)C(OCc2ccccc2)C1OC(C)=O)OC. As a reaction SMILES: [CH2:1]([CH2:2][CH2:3][CH2:4][CH2:5][CH2:6][CH2:7][CH2:8][CH2:9][CH2:10][CH2:11][CH2:12][CH2:13][CH2:14][CH2:15][CH3:16])[O:17][CH2:18][CH:19]([O:20][CH3:21])[CH2:22][OH:23].[Cl:24][C:25]([Cl:26])([Cl:27])[C:63](=[NH:64])[O:65][CH:28]1[CH:29]([O:30][C:31]([CH3:32])=[O:33])[CH:34]([O:35][CH2:36][c:37]2[cH:38][cH:39][cH:40][cH:41][cH:42]2)[CH:43]([O:44][CH2:45][c:46]2[cH:47][cH:48][cH:49][cH:50][cH:51]2)[CH:52]([CH2:54][O:55][CH2:56][c:57]2[cH:58][cH:59][cH:60][cH:61][cH:62]2)[O:53]1>>[CH2:1]([CH2:2][CH2:3][CH2:4][CH2:5][CH2:6][CH2:7][CH2:8][CH2:9][CH2:10][CH2:11][CH2:12][CH2:13][CH2:14][CH2:15][CH3:16])[O:17][CH2:18][CH:19]([O:20][CH3:21])[CH2:22][O:23][CH:28]1[CH:29]([O:30][C:31]([CH3:32])=[O:33])[CH:34]([O:35][CH2:36][c:37]2[cH:38][cH:39][cH:40][cH:41][cH:42]2)[CH:43]([O:44][CH2:45][c:46]2[cH:47][cH:48][cH:49][cH:50][cH:51]2)[CH:52]([CH2:54][O:55][CH2:56][c:57]2[cH:58][cH:59][cH:60][cH:61][cH:62]2)[O:53]1. Reported procedure: Treat a solution of the product of Step 1 (15 g, 65 mmol) in dry THF (250 mL), kept cool in a large ambient temperature water bath, with Dibal-H (140 mL, 140 mmol, 2.15 eq) over 30 min. Stir the resulting solution for 30 min at 23° C., pour into Et2O (500 mL), treat with water (5 mL), 15% NaOH (5 mL) and water (15 mL). Stir for 5 min, dilute the mixture with Et2O (200 mL) and treat with 15% NaOH (15 mL). Add MgSO4 to cause a colorless precipitate. Remove the aluminum salts by filtration through ... RXN SMILES: [Cl:1][C:2]1[CH:3]=[C:4]([CH:9]=[CH:10][C:11](OC)=[O:12])[CH:5]=[CH:6][C:7]=1[Cl:8].CC(C[Al]CC(C)C)C.[OH-].[Na+].[O-]S([O-])(=O)=O.[Mg+2]>C1COCC1.CCOCC.O>[Cl:1][C:2]1[CH:3]=[C:4]([CH:9]=[CH:10][CH2:11][OH:12])[CH:5]=[CH:6][C:7]=1[Cl:8] |f:2.3,4.5,^1:17|. Product: ClC=1C=C(C=CC1Cl)C=CCO (3-(3,4-dichlorophenyl)-2-propene-1-ol). Starting materials: [OH-].[Na+] (NaOH), [OH-].[Na+] (NaOH), ClC=1C=C(C=CC1Cl)C=CC(=O)OC (methyl 3-(3,4-dichlorophenyl)-2-propenoate), CC(C)C[Al]CC(C)C (Dibal-H), [O-]S(=O)(=O)[O-].[Mg+2] (MgSO4). Solvent: O (water), O (water), CCOCC (Et2O), C1CCOC1 (THF), CCOCC (Et2O). Run at time 30 minute. The yield is 100.0%. Starting materials: sodium hexamethyldisilylazide, C1CCOC1 (THF), C(CC=C)OC1C(CCCC1)=O (2-(but-3-en-1-yloxy)cyclohexanone). Reagents/catalysts: [Br-].C[P+](C1=CC=CC=C1)(C1=CC=CC=C1)C1=CC=CC=C1 (methyltriphenylphosphonium bromide). Run at temperature 60 celsius, time 3 hour. The product is C(CC=C)OC1C(CCCC1)=C (1-(But-3-en-1-yloxy)-2-methylidenecyclohexane). As a reaction SMILES: [CH2:1]([O:5][CH:6]1[CH2:11][CH2:10][CH2:9][CH2:8][C:7]1=O)[CH2:2][CH:3]=[CH2:4].[CH2:13]1COCC1>[Br-].C[P+](C1C=CC=CC=1)(C1C=CC=CC=1)C1C=CC=CC=1>[CH2:1]([O:5][CH:6]1[CH2:11][CH2:10][CH2:9][CH2:8][C:7]1=[CH2:13])[CH2:2][CH:3]=[CH2:4] |f:2.3|. Procedure details: To a mixture of methyltriphenylphosphonium bromide (22.30 g, 62.4 mmol) in THF (125 mL) at rt was added sodium hexamethyldisilylazide (2M in THF, 31.2 mL, 62.4 mmol) dropwise. The mixture was heated to 60° C. for 1 hr. 2-(but-3-en-1-yloxy)cyclohexanone (7.0 g, 41.6 mmol.) was then added and the mixture was stirred at 60° C. for 3 hr. The reaction was cooled to rt, quenched with sat'd. aq.NH4Cl, and extracted with Et2O. The combined organics were dried filtered, and concentrated. The residue was ... Starting materials: C(C)OC(=O)C=1N=C(SC1)N1C[C@H](CC1)O ((3S)-1-(4-ethoxycarbonyl-1,3-thiazol-2-yl)-3-hydroxypyrrolidine), [Si](C1=CC=CC=C1)(C1=CC=CC=C1)(C(C)(C)C)Cl (t-butyldiphenylsilyl chloride), N1C=NC=C1 (imidazole), C(C)O (ethanol). Run in CN(C=O)C (dimethylformamide). Run at time 10 minute. Yields the product [Si](C1=CC=CC=C1)(C1=CC=CC=C1)(C(C)(C)C)O[C@@H]1CN(CC1)C=1SC=C(N1)C(=O)OCC ((3S)-3-t-butyldiphenylsilyloxy-1-(4-ethoxycarbonyl-1,3-thiazol-2-yl)pyrrolidine). Isolated yield 93.6%. RXN SMILES: [CH2:1]([O:3][C:4]([C:6]1[N:7]=[C:8]([N:11]2[CH2:15][CH2:14][C@H:13]([OH:16])[CH2:12]2)[S:9][CH:10]=1)=[O:5])[CH3:2].[Si:17](Cl)([C:30]([CH3:33])([CH3:32])[CH3:31])([C:24]1[CH:29]=[CH:28][CH:27]=[CH:26][CH:25]=1)[C:18]1[CH:23]=[CH:22][CH:21]=[CH:20][CH:19]=1.N1C=CN=C1.C(O)C>CN(C)C=O>[Si:17]([O:16][C@H:13]1[CH2:14][CH2:15][N:11]([C:8]2[S:9][CH:10]=[C:6]([C:4]([O:3][CH2:1][CH3:2])=[O:5])[N:7]=2)[CH2:12]1)([C:30]([CH3:33])([CH3:32])[CH3:31])([C:24]1[CH:25]=[CH:26][CH:27]=[CH:28][CH:29]=1)[C:18]1[CH:23]=[CH:22][CH:21]=[CH:20][CH:19]=1. Reported procedure: To a solution of (3S)-1-(4-ethoxycarbonyl-1,3-thiazol-2-yl)-3-hydroxypyrrolidine (4.1 g, 16.9 mmol) (obtained as described in Reference Example 20(3)) in dimethylformamide (120 ml) were added t-butyldiphenylsilyl chloride (8.8 ml, 33.8 mmol) and imidazole (2.3 g, 33.8 mmol) in an ice bath, and then the reaction mixture was brought to room temperature in 10 minutes, and stirred for overnight. After checking the completion of the reaction, ethanol (1.18 ml) was added thereto in an ice bath, and th... Reactants: ClC(=CC=1SC(=CC1)C1=CC=C(C=C1)SC)Cl (2-(2,2-dichloroethenyl)-5-(4-methylthiophenyl)thiophene), S(=O)(=O)(O[O-])[O-].[K+].[K+] (potassium peroxymonosulfate), resultant mixture, S(=O)(=O)(O[O-])[O-].[K+].[K+] (potassium peroxymonosulfate), S(=O)(=O)(O[O-])[O-].[K+].[K+] (potassium peroxymonosulfate). The solvent is C(C)(C)O (isopropyl alcohol), CO (methanol), O (water), O (water), O (water). Run at time 1 hour. The product is ClC(=CC=1SC(=CC1)C1=CC=C(C=C1)S(=O)C)Cl (2-(2,2-dichloroethenyl)-5-(4-methylsulfinylphenyl)thiophene). The yield is 126.1%. Reaction SMILES: [Cl:1][C:2]([Cl:17])=[CH:3][C:4]1[S:5][C:6]([C:9]2[CH:14]=[CH:13][C:12]([S:15][CH3:16])=[CH:11][CH:10]=2)=[CH:7][CH:8]=1.S([O-])(O[O-])(=O)=[O:19].[K+].[K+]>CO.O.C(O)(C)C>[Cl:17][C:2]([Cl:1])=[CH:3][C:4]1[S:5][C:6]([C:9]2[CH:14]=[CH:13][C:12]([S:15]([CH3:16])=[O:19])=[CH:11][CH:10]=2)=[CH:7][CH:8]=1 |f:1.2.3|. Procedure: To a stirred solution of 2-(2,2-dichloroethenyl)-5-(4-methylthiophenyl)thiophene (1.2 g, 0.0040 mole) in methanol (50 mL) was added a solution of potassium peroxymonosulfate (1.2 g, 0.0020 mole) in water (50 mL). After stirring for one hour at room temperature, an additional 0.3 g of potassium peroxymonosulfate was added, and a second addition of 0.3 g was made after an additional hour. After a total of about four hours of stirring at room temperature the mixture was extracted, first with diethy... Reactants: N([C@H](CC1=CC=C(C=C1)OC)C(=O)N[C@@H]([C@@H](C)CC)C(=O)N1[C@@H](C(=O)OCC2=CC=CC=C2)CCC1)C(=O)OC(C)(C)C (Boc-D-Tyr(Me)-L-Ile-D-Pro-OBzl). The reagents and catalysts are [Pd] (Pd—C). Run in CO (methanol). Run at time 5 hour. Yields the product N([C@H](CC1=CC=C(C=C1)OC)C(=O)N[C@@H]([C@@H](C)CC)C(=O)N1[C@@H](C(=O)O)CCC1)C(=O)OC(C)(C)C (Boc-D-Tyr(Me)-L-Ile-D-Pro-OH). Reaction SMILES: [NH:1]([C:37]([O:39][C:40]([CH3:43])([CH3:42])[CH3:41])=[O:38])[C@@H:2]([C:12]([NH:14][C@H:15]([C:20]([N:22]1[CH2:36][CH2:35][CH2:34][C@@H:23]1[C:24]([O:26]CC1C=CC=CC=1)=[O:25])=[O:21])[C@H:16]([CH2:18][CH3:19])[CH3:17])=[O:13])[CH2:3][C:4]1[CH:9]=[CH:8][C:7]([O:10][CH3:11])=[CH:6][CH:5]=1>CO.[Pd]>[NH:1]([C:37]([O:39][C:40]([CH3:42])([CH3:41])[CH3:43])=[O:38])[C@@H:2]([C:12]([NH:14][C@H:15]([C:20]([N:22]1[CH2:36][CH2:35][CH2:34][C@@H:23]1[C:24]([OH:26])=[O:25])=[O:21])[C@H:16]([CH2:18][CH3:19])[CH3:17])=[O:13])[CH2:3][C:4]1[CH:9]=[CH:8][C:7]([O:10][CH3:11])=[CH:6][CH:5]=1. Procedure details: Boc-D-Tyr(Me)-L-Ile-D-Pro-OBzl (1.44 g, 2.42 mmol) was dissolved in methanol (12 mL), and Pd—C (150 mg) was added. The mixture was stirred under hydrogen atmosphere at room temperature for 5 hours. Pd—C was filtered off, methanol was removed by evaporation, and the desired product was obtained as a foam. Yield: 1.21 g (2.4 mmol, 99%).